This data is from the Open Reaction Database (ORD), a public repository of structured organic reaction records. The task is: describe an organic reaction: reactants, conditions, products, and yield Run in C(C)(=O)OCC (ethyl acetate), C(C)(=O)OCC (ethyl acetate). RXN SMILES: [NH2:1][C:2]1[N:7]=[CH:6][N:5]=[C:4]2[N:8]([CH:31]3[CH2:36][CH2:35][N:34]([CH:37]4[CH2:42][CH2:41][N:40]([CH3:43])[CH2:39][CH2:38]4)[CH2:33][CH2:32]3)[N:9]=[C:10]([C:11]3[CH:16]=[CH:15][C:14]([NH:17][C:18](=[O:28])[CH2:19][C@H:20]([C:22]4[CH:27]=[CH:26][CH:25]=[CH:24][CH:23]=4)[CH3:21])=[C:13]([O:29][CH3:30])[CH:12]=3)[C:3]=12.[C:44]([OH:51])(=[O:50])/[CH:45]=[CH:46]\[C:47]([OH:49])=[O:48]>C(OCC)(=O)C>[C:44]([OH:51])(=[O:50])/[CH:45]=[CH:46]\[C:47]([OH:49])=[O:48].[C:44]([OH:51])(=[O:50])/[CH:45]=[CH:46]\[C:47]([OH:49])=[O:48].[C:44]([OH:51])(=[O:50])/[CH:45]=[CH:46]\[C:47]([OH:49])=[O:48].[NH2:1][C:2]1[N:7]=[CH:6][N:5]=[C:4]2[N:8]([CH:31]3[CH2:32][CH2:33][N:34]([CH:37]4[CH2:42][CH2:41][N:40]([CH3:43])[CH2:39][CH2:38]4)[CH2:35][CH2:36]3)[N:9]=[C:10]([C:11]3[CH:16]=[CH:15][C:14]([NH:17][C:18](=[O:28])[CH2:19][C@H:20]([C:22]4[CH:23]=[CH:24][CH:25]=[CH:26][CH:27]=4)[CH3:21])=[C:13]([O:29][CH3:30])[CH:12]=3)[C:3]=12 |f:3.4.5.6|. Procedure: A solution of 3-(4-amino-3-methoxyphenyl)-1-[1-(1-methylpiperidin-4-yl)piperidin-4-yl]-1H-pyrazolo[3,4-d]pyrimidin-4-amine (0.500 g, 1.15 mmol) in pyridine (8 mL) at −5° C. was treated with a solution of (3R)-3-phenylbutanoyl chloride (0.420 g, 2.3 mmol) in dichloromethane (3 mL). The reaction mixture stirred for 20 min at −5° C., then the dry ice/acetone bath was removed and was stirred at room temperature under a nitrogen atmosphere. (3R)-3-phenylbutanoyl chloride (0.210 g, 1.15 mmol) was adde... Yields the product C(\C=C/C(=O)O)(=O)O.C(\C=C/C(=O)O)(=O)O.C(\C=C/C(=O)O)(=O)O.NC1=C2C(=NC=N1)N(N=C2C2=CC(=C(C=C2)NC(C[C@@H](C)C2=CC=CC=C2)=O)OC)C2CCN(CC2)C2CCN(CC2)C (N1-(4-{4-amino-1-[1-(1-methylpiperidin-4-yl)piperidin-4-yl]-1H-pyrazolo[3,4-d]pyrimidin-3-yl}-2-methoxyphenyl)-(3R)-3-phenylbutanamide tri-maleate). Reactants: NC1=C2C(=NC=N1)N(N=C2C2=CC(=C(C=C2)NC(C[C@@H](C)C2=CC=CC=C2)=O)OC)C2CCN(CC2)C2CCN(CC2)C (N1-(4-{4-amino-1-[1-(1-methylpiperidin-4-yl)piperidin-4-yl]-1H-pyrazolo[3,4-d]pyrimidin-3-yl}-2-methoxyphenyl)-(3R)-3-phenylbutanamide), C(\C=C/C(=O)O)(=O)O (maleic acid).